This data is from the Open Reaction Database (ORD), a public repository of structured organic reaction records. The task is: describe an organic reaction: reactants, conditions, products, and yield Procedure: 58 g (0.25 mole) of 2,3,4,6-tetrachlorophenol, 100 ml of absolute xylene, 47.5 g (0.25 mole) of p-chloromethylbenzoyl chloride and 0.25 ml of absolute pyridine were refluxed as described above for 4 hours. A part of the ester that formed crystallized upon the cooling of the reaction solution. The concentrated mother liquor yielded much additional crystallizate. In all, 93.15 g (97%) was isolated, with a melting point of 110° to 114° C. The raw ester was recrystallized from cyclohexane (1:15) and... As a reaction SMILES: [Cl:1][C:2]1[C:7]([Cl:8])=[C:6]([Cl:9])[CH:5]=[C:4]([Cl:10])[C:3]=1[OH:11].C1(C)C(C)=CC=CC=1.[Cl:20][CH2:21][C:22]1[CH:30]=[CH:29][C:25]([C:26](Cl)=[O:27])=[CH:24][CH:23]=1>N1C=CC=CC=1>[Cl:1][C:2]1[C:7]([Cl:8])=[C:6]([Cl:9])[CH:5]=[C:4]([Cl:10])[C:3]=1[O:11][C:26](=[O:27])[C:25]1[CH:29]=[CH:30][C:22]([CH2:21][Cl:20])=[CH:23][CH:24]=1. Product: ClC1=C(C(=CC(=C1Cl)Cl)Cl)OC(C1=CC=C(C=C1)CCl)=O (4-Chloromethylbenzoicacid-(2,3,4,6-tetrachlorophenyl) ester). Run in N1=CC=CC=C1 (pyridine). Starting materials: ClC1=C(C(=CC(=C1Cl)Cl)Cl)O (2,3,4,6-tetrachlorophenol), C=1(C(=CC=CC1)C)C (xylene), ClCC1=CC=C(C(=O)Cl)C=C1 (p-chloromethylbenzoyl chloride). Starting materials: O=C(CCBr)NCC(=O)c1ccccc1, [Na+], [Na+], O=C([O-])[O-], CN(C)C=O, c1ccc(N2CCNCC2)cc1. Product: O=C(CCN1CCN(c2ccccc2)CC1)NCC(=O)c1ccccc1. As a reaction SMILES: [CH2:1]([C:2](=[O:3])[c:4]1[cH:5][cH:6][cH:7][cH:8][cH:9]1)[NH:10][C:11]([CH2:12][CH2:13][Br:14])=[O:15].[Na+:28].[Na+:29].[O-:30][C:31](=[O:32])[O-:33].[O:34]=[CH:35][N:36]([CH3:37])[CH3:38].[c:16]1([N:22]2[CH2:23][CH2:24][NH:25][CH2:26][CH2:27]2)[cH:17][cH:18][cH:19][cH:20][cH:21]1>>[CH2:1]([C:2](=[O:3])[c:4]1[cH:5][cH:6][cH:7][cH:8][cH:9]1)[NH:10][C:11]([CH2:12][CH2:13][N:25]1[CH2:24][CH2:23][N:22]([c:16]2[cH:17][cH:18][cH:19][cH:20][cH:21]2)[CH2:27][CH2:26]1)=[O:15]. Reactants: product, O (water), oil, N1=CC=CC=C1 (pyridine), S(=O)(Cl)Cl (thionylchloride), oil, [NH+]1=CC=CC=C1.C1(=CC=C(C=C1)S(=O)(=O)[O-])C (pyridinium p-toluenesulphonate). Reagents/catalysts: [Pd] (palladium/calcium carbonate). Solvent: C(C)(=O)OCC (ethyl acetate), CO (methanol), CC(=O)C (acetone). The product is OCC1=CC=C(C=C1)C1CCC(CC1)=O (4-(4-Hydroxymethylphenyl)cyclohexanone). RXN SMILES: S(Cl)(Cl)=[O:2].[OH2:5].[NH+]1[CH:11]=[CH:10][CH:9]=[CH:8][CH:7]=1.[C:12]1(C)[CH:17]=[CH:16][C:15](S([O-])(=O)=O)=[CH:14][CH:13]=1.N1[CH:28]=[CH:27]C=CC=1>C(OCC)(=O)C.CO.CC(C)=O.[Pd]>[OH:5][CH2:7][C:8]1[CH:28]=[CH:27][C:11]([CH:12]2[CH2:13][CH2:14][C:15](=[O:2])[CH2:16][CH2:17]2)=[CH:10][CH:9]=1 |f:2.3|. Procedure: 3.5 g of this product in 30 ml of pyridine are combined with 2.2 ml of thionylchloride, whilst cooling with ice. The resulting oil (2.7 g), which is a mixture of two substances, is hydrogenated in a mixture of 40 ml of ethyl acetate and 20 ml of methanol in the presence of 1.5 g of palladium/calcium carbonate at ambient temperature under a hydrogen pressure of 5 bar. The resulting oil (2.4 g) is refluxed overnight in 40 ml of acetone and 10 ml of water with 0.2 g of pyridinium-p-toluenesulphonat...